This data is from the Open Reaction Database (ORD), a public repository of structured organic reaction records. The task is: describe an organic reaction: reactants, conditions, products, and yield The reactants are BrC=1C=C(C=CC1)C1(N=C(SC(C1)C(=O)OCC)NC(=O)OC(C)(C)C)C (ethyl 4-(3-bromophenyl)-2-(tert-butoxycarbonylamino)-4-methyl-5,6-dihydro-4H-1,3-thiazine-6-carboxylate), [BH4-].[Li+] (lithium borohydride). The solvent is O1CCCC1 (tetrahydrofuran), C(C)O (ethanol). Run at time 4 hour. Product: BrC=1C=C(C=CC1)[C@]1(N=C(S[C@@H](C1)CO)NC(OC(C)(C)C)=O)C ((+/−) Tert-Butyl (4S,6S)-4-(3-bromophenyl)-6-(hydroxymethyl)-4-methyl-5,6-dihydro-4H-1,3-thiazin-2-ylcarbamate). The yield is 29.0%. Reaction SMILES: [Br:1][C:2]1[CH:3]=[C:4]([C:8]2([CH3:27])[CH2:13][CH:12]([C:14](OCC)=[O:15])[S:11][C:10]([NH:19][C:20]([O:22][C:23]([CH3:26])([CH3:25])[CH3:24])=[O:21])=[N:9]2)[CH:5]=[CH:6][CH:7]=1.[BH4-].[Li+]>O1CCCC1.C(O)C>[Br:1][C:2]1[CH:3]=[C:4]([C@:8]2([CH3:27])[CH2:13][C@@H:12]([CH2:14][OH:15])[S:11][C:10]([NH:19][C:20](=[O:21])[O:22][C:23]([CH3:25])([CH3:24])[CH3:26])=[N:9]2)[CH:5]=[CH:6][CH:7]=1 |f:1.2|. Procedure: To a 0° C. solution of ethyl 4-(3-bromophenyl)-2-(tert-butoxycarbonylamino)-4-methyl-5,6-dihydro-4H-1,3-thiazine-6-carboxylate (2.0 g, 4.4 mmol) in tetrahydrofuran (87 mL) and ethanol (25 mL) is added lithium borohydride (289 mg, 13.1 mmol, 3 equiv). The reaction is warmed to room temperature and stirred for 4 h. The reaction mixture is quenched with saturated NH4Cl. The layers are separated and the aqueous layer is extracted with ethyl acetate. The combined organic layers are washed with satura... The reactants are B(Br)(Br)Br (BBr3), C(C)(C)C=1C(=C2C=NNC2=CC1)C1=NC(=C(C2=CC(=CC=C12)OC)C=O)C (1-(5-Isopropyl-1H-indazol-4-yl)-6-methoxy-3-methyl-isoquinoline-4-carbaldehyde). Solvent: C(Cl)Cl (DCM). Conditions: time 1 hour. Yields the product starting material, OC=1C=C2C(=C(N=C(C2=CC1)C1=C2C=NNC2=CC=C1C(C)C)C)C=O (6-hydroxy-1-(5-isopropyl-1H-indazol-4-yl)-3-methyl-isoquinoline-4-carbaldehyde). Yield: 34.7%. As a reaction SMILES: B(Br)(Br)Br.[CH:5]([C:8]1[C:9]([C:17]2[C:26]3[C:21](=[CH:22][C:23]([O:27]C)=[CH:24][CH:25]=3)[C:20]([CH:29]=[O:30])=[C:19]([CH3:31])[N:18]=2)=[C:10]2[C:14](=[CH:15][CH:16]=1)[NH:13][N:12]=[CH:11]2)([CH3:7])[CH3:6]>C(Cl)Cl>[OH:27][C:23]1[CH:22]=[C:21]2[C:26](=[CH:25][CH:24]=1)[C:17]([C:9]1[C:8]([CH:5]([CH3:7])[CH3:6])=[CH:16][CH:15]=[C:14]3[C:10]=1[CH:11]=[N:12][NH:13]3)=[N:18][C:19]([CH3:31])=[C:20]2[CH:29]=[O:30]. Reported procedure: BBr3 (8.8 g, 35 mmol) is added slowly to a solution of 1-(5-Isopropyl-1H-indazol-4-yl)-6-methoxy-3-methyl-isoquinoline-4-carbaldehyde (842 mg, 2.3 mmol) in DCM (15 ml) at −78° C. The cold bath is removed and the mixture is warmed to room temperature, and then stirred for a further 1 h. The reaction mixture is poured into ice-water mixture and treated with NH4OH (6 ml). The layers are separated and the aqueous layer is extracted with DCM. The combined organic layers are dried (Na2SO4) and evapora... Reactants: CC(C)C(=O)Cl, CCOCC, ClCCl, Cl, NCCOc1ccc([N+](=O)[O-])cc1, c1ccncc1. Product: CC(C)C(=O)NCCOc1ccc([N+](=O)[O-])cc1. As a reaction SMILES: [C:20]([CH:21]([CH3:22])[CH3:23])(=[O:24])[Cl:25].[CH3:26][CH2:27][O:28][CH2:29][CH3:30].[Cl:31][CH2:32][Cl:33].[ClH:34].[N+:1](=[O:2])([O-:3])[c:4]1[cH:5][cH:6][c:7]([O:8][CH2:9][CH2:10][NH2:11])[cH:12][cH:13]1.[cH:14]1[cH:15][cH:16][n:17][cH:18][cH:19]1>>[N+:1](=[O:2])([O-:3])[c:4]1[cH:5][cH:6][c:7]([O:8][CH2:9][CH2:10][NH:11][C:20]([CH:21]([CH3:22])[CH3:23])=[O:24])[cH:12][cH:13]1.